From a dataset of the Open Reaction Database (ORD), a public repository of structured organic reaction records. describe an organic reaction: reactants, conditions, products, and yield The reactants are C(=NC1CCCCC1)=NC1CCCCC1, CCC=CCC=CCC=CCC=CCC=CCC=CCCC(=O)N(C)CCN, O=C(Cl)c1ccccc1O, c1c[nH]cn1. Yields the product CCC=CCC=CCC=CCC=CCC=CCC=CCCC(=O)N(C)CCNC(=O)c1ccccc1O. Reaction SMILES: [CH:44]1([N:45]=[C:46]=[N:47][CH:48]2[CH2:49][CH2:50][CH2:51][CH2:52][CH2:53]2)[CH2:54][CH2:55][CH2:56][CH2:57][CH2:58]1.[NH2:1][CH2:2][CH2:3][N:4]([C:5]([CH2:6][CH2:7][CH:8]=[CH:9][CH2:10][CH:11]=[CH:12][CH2:13][CH:14]=[CH:15][CH2:16][CH:17]=[CH:18][CH2:19][CH:20]=[CH:21][CH2:22][CH:23]=[CH:24][CH2:25][CH3:26])=[O:27])[CH3:28].[OH:29][c:30]1[c:31]([C:32](=[O:33])[Cl:34])[cH:35][cH:36][cH:37][cH:38]1.[nH:39]1[cH:40][cH:41][n:42][cH:43]1>>[NH:1]([CH2:2][CH2:3][N:4]([C:5]([CH2:6][CH2:7][CH:8]=[CH:9][CH2:10][CH:11]=[CH:12][CH2:13][CH:14]=[CH:15][CH2:16][CH:17]=[CH:18][CH2:19][CH:20]=[CH:21][CH2:22][CH:23]=[CH:24][CH2:25][CH3:26])=[O:27])[CH3:28])[C:32]([c:31]1[c:30]([OH:29])[cH:38][cH:37][cH:36][cH:35]1)=[O:33]. Isolated yield 67.2%. Yields the product O1C(CCCC1)OCC=C(CCC=C(CCC=C(CCC=C(C)C)C)C)C (1-(2-tetrahydropyranyl)oxy-3,7,11,15-tetramethyl-2,6,10,14-hexadecatetraene). Reaction SMILES: [CH3:1][C:2]([CH2:6][CH2:7][CH:8]=[C:9]([CH3:21])[CH2:10][CH2:11][CH:12]=[C:13]([CH3:20])[CH2:14][CH2:15][CH:16]=[C:17]([CH3:19])[CH3:18])=[CH:3][CH2:4][OH:5].C1(C)C=CC(S(O)(=O)=O)=CC=1.[O:33]1[CH:38]=[CH:37][CH2:36][CH2:35][CH2:34]1>C(Cl)Cl>[O:33]1[CH2:38][CH2:37][CH2:36][CH2:35][CH:34]1[O:5][CH2:4][CH:3]=[C:2]([CH3:1])[CH2:6][CH2:7][CH:8]=[C:9]([CH3:21])[CH2:10][CH2:11][CH:12]=[C:13]([CH3:20])[CH2:14][CH2:15][CH:16]=[C:17]([CH3:19])[CH3:18]. The reactants are CC(=CCO)CCC=C(CCC=C(CCC=C(C)C)C)C (3,7,11,15-tetramethyl-2,6,10,14-hexadecatetraen-1-ol), C1(=CC=C(C=C1)S(=O)(=O)O)C (p-toluenesulfonic acid), O1CCCC=C1 (2,3-dihydropyran). Run in C(Cl)Cl (methylene chloride). Reported procedure: In methylene chloride were dissolved 15 g of 3,7,11,15-tetramethyl-2,6,10,14-hexadecatetraen-1-ol and 1.5 g of p-toluenesulfonic acid, and to the solution was dropwise added, under stirring, 8.7 g of 2,3-dihydropyran, at 0°-5° C. and over a period of 30 min. The resulting solution was further stirred at 0°-5° C. for 30 min., and then washed with an aqueous sodium carbonate solution in a separatory funnel. The solution was concentrated after the washing, and the concentrated solution was purified... Starting materials: C(C)(C)[Mg]Cl (isopropylmagnesium chloride), BrC1=CC(=C(C(=C1)Cl)N1NC(=C2C1=NC(=NC2=O)CC2=CC(=CC=C2)OC)C(C)C)Cl (1-(4-bromo-2,6-dichlorophenyl)-3-isopropyl-6-(3-methoxybenzyl)pyrazolo[3,4-d]pyrimidin-4-one), CN(C)C=O (DMF). Run in C1CCOC1 (THF). The product is ClC1=C(C(=CC(=C1)C=O)Cl)N1NC(=C2C1=NC(=NC2=O)CC2=CC(=CC=C2)OC)C(C)C (1-(2,6-dichloro-4-formylphenyl)-3-isopropyl-6-(3-methoxybenzyl)pyrazolo[3,4-d]pyrimidin-4-one). Conditions: temperature 0 celsius, time 2 minute. As a reaction SMILES: Br[C:2]1[CH:7]=[C:6]([Cl:8])[C:5]([N:9]2[C:13]3=[N:14][C:15]([CH2:19][C:20]4[CH:25]=[CH:24][CH:23]=[C:22]([O:26][CH3:27])[CH:21]=4)=[N:16][C:17](=[O:18])[C:12]3=[C:11]([CH:28]([CH3:30])[CH3:29])[NH:10]2)=[C:4]([Cl:31])[CH:3]=1.C([Mg]Cl)(C)C.CN([CH:40]=[O:41])C>C1COCC1>[Cl:8][C:6]1[CH:7]=[C:2]([CH:40]=[O:41])[CH:3]=[C:4]([Cl:31])[C:5]=1[N:9]1[C:13]2=[N:14][C:15]([CH2:19][C:20]3[CH:25]=[CH:24][CH:23]=[C:22]([O:26][CH3:27])[CH:21]=3)=[N:16][C:17](=[O:18])[C:12]2=[C:11]([CH:28]([CH3:30])[CH3:29])[NH:10]1. Procedure details: A two-neck flask was flame-dried, charged with 1-(4-bromo-2,6-dichlorophenyl)-3-isopropyl-6-(3-methoxybenzyl)pyrazolo[3,4-d]pyrimidin-4-one (250 mg, 0.48 mmol) and 4 mL of THF, and placed under an argon atmosphere. The solution was cooled to 0° C. and isopropylmagnesium chloride (0.26 mL, 0.523 mmol) was added dropwise via syringe. The reaction was stirred at −78° C. for 2 min and DMF (0.08 mL, 1.06 mmol) was added via syringe. The reaction was stirred at −78° C. for 15 min and at RT for 30 min.... Starting materials: N1=CC(=CC=C1)C1=NNC(=C1)CC (3-(3-pyridinyl)-5-ethylpyrazole), CC(C)(C)[O-].[K+] (t-BuOK), FC1=CC=C(C=C1)[N+](=O)[O-] (4-fluoronitrobenzene). Solvent: CS(=O)C (DMSO). Reaction conditions: temperature 80 celsius, time 30 minute. Yields the product [N+](=O)([O-])C1=CC=C(C=C1)N1N=C(C=C1CC)C=1C=NC=CC1 (1-(4-nitrophenyl)-3-(3-pyridinyl)-5-ethylpyrazole). The yield is 83.1%. Reaction SMILES: [N:1]1[CH:6]=[CH:5][CH:4]=[C:3]([C:7]2[CH:11]=[C:10]([CH2:12][CH3:13])[NH:9][N:8]=2)[CH:2]=1.CC([O-])(C)C.[K+].F[C:21]1[CH:26]=[CH:25][C:24]([N+:27]([O-:29])=[O:28])=[CH:23][CH:22]=1>CS(C)=O>[N+:27]([C:24]1[CH:25]=[CH:26][C:21]([N:9]2[C:10]([CH2:12][CH3:13])=[CH:11][C:7]([C:3]3[CH:2]=[N:1][CH:6]=[CH:5][CH:4]=3)=[N:8]2)=[CH:22][CH:23]=1)([O-:29])=[O:28] |f:1.2|. Reported procedure: To a solution of 3-(3-pyridinyl)-5-ethylpyrazole (13.2 g, 75.6 mmol) in DMSO (70 mL) was added t-BuOK (9.3 g, 83.2 mmol), and then 4-fluoronitrobenzene (8.8 mL, 83.2 mmol). The mixture was heated to 80° C. for 1 hr. After being cooled to room temperature, the mixture was quenched with water (300 mL). The resulting slurry was stirred for 30 min and filtered. The cake was washed with water and dried in oven under house vacuum at 40° C. overnight. The solid was then treated with a 1:2 mixture of et... Reactants: N(N)C1=NC=CC=C1 (2-hydrazinopyridine), 3-(4-methoxyphenyl)-3-oxypropanenitrile, C(#N)CC(=O)OC(C)(C)C (tert-butyl cyanoacetate), COC1=CC=C(C(=O)Cl)C=C1 (4-methoxybenzoyl chloride). Yields the product COC1=CC=C(C=C1)C1=NN(C(=C1)N)C1=NC=CC=C1 (3-(4-Methoxyphenyl)-1-(2-pyridinyl)-1H-pyrazol-5-ylamine). Yield: 95.0%. RXN SMILES: [NH:1]([C:3]1[CH:8]=[CH:7][CH:6]=[CH:5][N:4]=1)[NH2:2].[C:9]([CH2:11]C(OC(C)(C)C)=O)#[N:10].[CH3:19][O:20][C:21]1[CH:29]=[CH:28][C:24]([C:25](Cl)=O)=[CH:23][CH:22]=1>>[CH3:19][O:20][C:21]1[CH:29]=[CH:28][C:24]([C:25]2[CH:11]=[C:9]([NH2:10])[N:1]([C:3]3[CH:8]=[CH:7][CH:6]=[CH:5][N:4]=3)[N:2]=2)=[CH:23][CH:22]=1. Reported procedure: Following the procedure described in Reference Example 2-4, the title compound was prepared from 2-hydrazinopyridine and 3-(4-methoxyphenyl)-3-oxypropanenitrile prepared from tert-butyl cyanoacetate and 4-methoxybenzoyl chloride according to the method described in Synthesis, p. 337 (1997) (3.48 g, 95% yield).